Dataset: the Open Reaction Database (ORD), a public repository of structured organic reaction records. Task: describe an organic reaction: reactants, conditions, products, and yield Reactants: NC1CC1, ClCc1nnc2n1-c1ccc(Cl)cc1C(c1ccccc1Cl)=NC2, [I-], [K+], C1CCOC1. The product is Clc1ccc2c(c1)C(c1ccccc1Cl)=NCc1nnc(CNC3CC3)n1-2. Reaction SMILES: [CH:27]1([NH2:30])[CH2:28][CH2:29]1.[Cl:3][c:4]1[cH:5][cH:6][c:7]2[c:8]([cH:26]1)[C:9]([c:19]1[c:20]([Cl:25])[cH:21][cH:22][cH:23][cH:24]1)=[N:10][CH2:11][c:12]1[n:13]-2[c:14]([CH2:17][Cl:18])[n:15][n:16]1.[I-:2].[K+:1].[O:31]1[CH2:32][CH2:33][CH2:34][CH2:35]1>>[Cl:3][c:4]1[cH:5][cH:6][c:7]2[c:8]([cH:26]1)[C:9]([c:19]1[c:20]([Cl:25])[cH:21][cH:22][cH:23][cH:24]1)=[N:10][CH2:11][c:12]1[n:13]-2[c:14]([CH2:17][NH:30][CH:27]2[CH2:28][CH2:29]2)[n:15][n:16]1. Reactants: O=C(O)C1CC(c2ccc(OC(F)(F)F)cc2)CN(C(=O)N2CCOCC2)C1, NNC(=O)c1ccccc1. The product is O=C(NNC(=O)C1CC(c2ccc(OC(F)(F)F)cc2)CN(C(=O)N2CCOCC2)C1)c1ccccc1. Reaction SMILES: [O:1]1[CH2:2][CH2:3][N:4]([C:7](=[O:8])[N:9]2[CH2:10][CH:11]([C:26](=[O:27])[OH:28])[CH2:12][CH:13]([c:15]3[cH:16][cH:17][c:18]([O:21][C:22]([F:23])([F:24])[F:25])[cH:19][cH:20]3)[CH2:14]2)[CH2:5][CH2:6]1.[c:29]1([C:35](=[O:36])[NH:37][NH2:38])[cH:30][cH:31][cH:32][cH:33][cH:34]1>>[O:1]1[CH2:2][CH2:3][N:4]([C:7](=[O:8])[N:9]2[CH2:10][CH:11]([C:26](=[O:28])[NH:38][NH:37][C:35]([c:29]3[cH:30][cH:31][cH:32][cH:33][cH:34]3)=[O:36])[CH2:12][CH:13]([c:15]3[cH:16][cH:17][c:18]([O:21][C:22]([F:23])([F:24])[F:25])[cH:19][cH:20]3)[CH2:14]2)[CH2:5][CH2:6]1. RXN SMILES: [C:33]([O:34][BH-:35]([O:36][C:37](=[O:38])[CH3:39])[O:40][C:41](=[O:42])[CH3:43])(=[O:44])[CH3:45].[CH2:61]([Cl:62])[Cl:63].[Cl:47][Ti:48]([O:49][CH:50]([CH3:51])[CH3:52])([O:53][CH:54]([CH3:55])[CH3:56])[O:57][CH:58]([CH3:59])[CH3:60].[F:1][c:2]1[cH:3][cH:4][c:5](-[c:8]2[n:9][cH:10][n:11]3[c:20]2[CH:19]=[C:18]2[C:13]([CH3:26])([CH2:12]3)[CH:14]([CH2:21][CH:22]([O:23][CH3:24])[OH:25])[CH2:15][CH2:16][CH2:17]2)[cH:6][cH:7]1.[Na+:46].[s:27]1[c:28]([NH2:32])[n:29][n:30][cH:31]1>>[F:1][c:2]1[cH:3][cH:4][c:5](-[c:8]2[n:9][cH:10][n:11]3[c:20]2[CH:19]=[C:18]2[C:13]([CH3:26])([CH2:12]3)[CH:14]([CH2:21][CH2:22][NH:32][c:28]3[s:27][cH:31][n:30][n:29]3)[CH2:15][CH2:16][CH2:17]2)[cH:6][cH:7]1. Reactants: CC(=O)O[BH-](OC(C)=O)OC(C)=O, ClCCl, CC(C)O[Ti](Cl)(OC(C)C)OC(C)C, COC(O)CC1CCCC2=Cc3c(-c4ccc(F)cc4)ncn3CC21C, [Na+], Nc1nncs1. The product is CC12Cn3cnc(-c4ccc(F)cc4)c3C=C1CCCC2CCNc1nncs1. Solvent: C1(=CC=CC=C1)C (toluene). Procedure details: (2R,4S)-4-[(5-Bromopyrimidin-2-yl)-(3-cyano-5-trifluoromethyl-benzyl)]amino-2-ethyl-6-methoxy-3,4-dihydro-2H-[1,5]naphthyridine-1-carboxylic acid ethyl ester (300 mg) is dissolved in toluene (4 ml), and thereto are added tris(dibenzylideneacetone)dipalladium (44 mg), sodium tert-butoxide (70 mg), 2-(di-tert-butylphosphino)biphenyl (58 mg) and acetyl piperazine (93 mg). The mixture is stirred at room temperature for 1 hour under nitrogen flow, then heated at 50° C. and stirred for 5.5 hours, and ... Starting materials: CC(C)([O-])C.[Na+] (sodium tert-butoxide), C(C)(C)(C)P(C1=C(C=CC=C1)C1=CC=CC=C1)C(C)(C)C (2-(di-tert-butylphosphino)biphenyl), C(C)(=O)N1CCNCC1 (acetyl piperazine), C(C)OC(=O)N1[C@@H](C[C@@H](C2=NC(=CC=C12)OC)NC(C1=CC(=CC(=C1)C(F)(F)F)C#N)C1=NC=C(C=N1)Br)CC ((2R,4S)-4-[(5-Bromopyrimidin-2-yl)-(3-cyano-5-trifluoromethyl-benzyl)]amino-2-ethyl-6-methoxy-3,4-dihydro-2H-[1,5]naphthyridine-1-carboxylic acid ethyl ester). Reagents/catalysts: C=1C=CC(=CC1)/C=C/C(=O)/C=C/C2=CC=CC=C2.C=1C=CC(=CC1)/C=C/C(=O)/C=C/C2=CC=CC=C2.C=1C=CC(=CC1)/C=C/C(=O)/C=C/C2=CC=CC=C2.[Pd].[Pd] (tris(dibenzylideneacetone)dipalladium). The yield is 54.8%. The product is C(C)OC(=O)N1[C@@H](C[C@@H](C2=NC(=CC=C12)OC)NC(C1=CC(=CC(=C1)C(F)(F)F)C#N)C1=NC=C(C=N1)N1CCN(CC1)C(C)=O)CC ((2R,4S)-4-{[5-(4-acetylpiperazin-1-yl)pyrimidin-2-yl]-(3-cyano-5-trifluoromethyl-benzyl)}amino-2-ethyl-6-methoxy-3,4-dihydro-2H-[1,5]naphthyridine-1-carboxylic acid ethyl ester). RXN SMILES: [CH2:1]([O:3][C:4]([N:6]1[C:15]2[C:10](=[N:11][C:12]([O:16][CH3:17])=[CH:13][CH:14]=2)[C@@H:9]([NH:18][CH:19]([C:32]2[N:37]=[CH:36][C:35](Br)=[CH:34][N:33]=2)[C:20]2[CH:25]=[C:24]([C:26]([F:29])([F:28])[F:27])[CH:23]=[C:22]([C:30]#[N:31])[CH:21]=2)[CH2:8][C@H:7]1[CH2:39][CH3:40])=[O:5])[CH3:2].CC(C)([O-])C.[Na+].C(P(C(C)(C)C)C1C=CC=CC=1C1C=CC=CC=1)(C)(C)C.[C:68]([N:71]1[CH2:76][CH2:75][NH:74][CH2:73][CH2:72]1)(=[O:70])[CH3:69]>C1(C)C=CC=CC=1.C1C=CC(/C=C/C(/C=C/C2C=CC=CC=2)=O)=CC=1.C1C=CC(/C=C/C(/C=C/C2C=CC=CC=2)=O)=CC=1.C1C=CC(/C=C/C(/C=C/C2C=CC=CC=2)=O)=CC=1.[Pd].[Pd]>[CH2:1]([O:3][C:4]([N:6]1[C:15]2[C:10](=[N:11][C:12]([O:16][CH3:17])=[CH:13][CH:14]=2)[C@@H:9]([NH:18][CH:19]([C:32]2[N:37]=[CH:36][C:35]([N:74]3[CH2:75][CH2:76][N:71]([C:68](=[O:70])[CH3:69])[CH2:72][CH2:73]3)=[CH:34][N:33]=2)[C:20]2[CH:25]=[C:24]([C:26]([F:29])([F:28])[F:27])[CH:23]=[C:22]([C:30]#[N:31])[CH:21]=2)[CH2:8][C@H:7]1[CH2:39][CH3:40])=[O:5])[CH3:2] |f:1.2,6.7.8.9.10|. Run at time 1 hour. Starting materials: NC=1SC=C(N1)CC(=O)N[C@H]1[C@@H]2N(C(=C(CS2)CSC2=NN=NN2CCN(C)C)C(=O)OC(C)OC(C(C)(C)C)=O)C1=O (1-(pivaloyloxy)ethyl 7β-[2-(2-aminothiazol-4-yl)acetamido]-3-[[[1-(2-dimethylaminoethyl)-1H-tetrazol-5-yl]thio]methyl]ceph-3-em-4-carboxylate), Cl (hydrogen chloride). Run in C(C)OC(C)=O (ethylacetate). The product is Cl.Cl.NC=1SC=C(N1)CC(=O)N[C@H]1[C@@H]2N(C(=C(CS2)CSC2=NN=NN2CCN(C)C)C(=O)OC(C)OC(C(C)(C)C)=O)C1=O (1-(pivaloyloxy)ethyl 7β-[2-(2-aminothiazol-4-yl)acetamido]-3-[[[1-(2-dimethylaminoethyl)-1H-tetrazol-5-yl]thio]methyl]ceph-3-em-4-carboxylate. dihydrochloride). As a reaction SMILES: [NH2:1][C:2]1[S:3][CH:4]=[C:5]([CH2:7][C:8]([NH:10][C@@H:11]2[C:42](=[O:43])[N:13]3[C:14]([C:30]([O:32][CH:33]([O:35][C:36](=[O:41])[C:37]([CH3:40])([CH3:39])[CH3:38])[CH3:34])=[O:31])=[C:15]([CH2:18][S:19][C:20]4[N:24]([CH2:25][CH2:26][N:27]([CH3:29])[CH3:28])[N:23]=[N:22][N:21]=4)[CH2:16][S:17][C@H:12]23)=[O:9])[N:6]=1.[ClH:44]>C(OC(=O)C)C>[ClH:44].[ClH:44].[NH2:1][C:2]1[S:3][CH:4]=[C:5]([CH2:7][C:8]([NH:10][C@@H:11]2[C:42](=[O:43])[N:13]3[C:14]([C:30]([O:32][CH:33]([O:35][C:36](=[O:41])[C:37]([CH3:38])([CH3:40])[CH3:39])[CH3:34])=[O:31])=[C:15]([CH2:18][S:19][C:20]4[N:24]([CH2:25][CH2:26][N:27]([CH3:29])[CH3:28])[N:23]=[N:22][N:21]=4)[CH2:16][S:17][C@H:12]23)=[O:9])[N:6]=1 |f:3.4.5|. Reported procedure: In 25 ml of ethylacetate, 0.5 g of the compound prepared in Example 1 was dissolved and etheral hydrogen chloride was added to the solution. The precipitated powdery product was collected by filtration, washed with ether and dried to give 0.35 g of the captioned compound.